Task: describe an organic reaction: reactants, conditions, products, and yield. Dataset: the Open Reaction Database (ORD), a public repository of structured organic reaction records The reactants are ClC1=C(C=CC=C1)S(=O)(=O)NCC1=CN=C(S1)C1=CC(=CC=C1)S(=O)(=O)C (2-chloro-N-[2-(3-methanesulfonyl-phenyl)-thiazol-5-ylmethyl]-benzenesulfonamide), C(C1=CC=CC=C1)Br (benzyl bromide), C([O-])([O-])=O.[Cs+].[Cs+] (cesium carbonate). Solvent: CN(C(C)=O)C (N,N-dimethylacetamide), C(C)(=O)OCC (ethyl acetate). Reaction conditions: time 8 hour. Yields the product C(C1=CC=CC=C1)N(S(=O)(=O)C1=C(C=CC=C1)Cl)CC1=CN=C(S1)C1=CC(=CC=C1)S(=O)(=O)C (N-benzyl-2-chloro-N-[2-(3-methanesulfonyl-phenyl)-thiazol-5-ylmethyl]-benzenesulfonamide). As a reaction SMILES: [Cl:1][C:2]1[CH:7]=[CH:6][CH:5]=[CH:4][C:3]=1[S:8]([NH:11][CH2:12][C:13]1[S:17][C:16]([C:18]2[CH:23]=[CH:22][CH:21]=[C:20]([S:24]([CH3:27])(=[O:26])=[O:25])[CH:19]=2)=[N:15][CH:14]=1)(=[O:10])=[O:9].[CH2:28](Br)[C:29]1[CH:34]=[CH:33][CH:32]=[CH:31][CH:30]=1.C(=O)([O-])[O-].[Cs+].[Cs+]>CN(C)C(=O)C.C(OCC)(=O)C>[CH2:28]([N:11]([CH2:12][C:13]1[S:17][C:16]([C:18]2[CH:23]=[CH:22][CH:21]=[C:20]([S:24]([CH3:27])(=[O:25])=[O:26])[CH:19]=2)=[N:15][CH:14]=1)[S:8]([C:3]1[CH:4]=[CH:5][CH:6]=[CH:7][C:2]=1[Cl:1])(=[O:10])=[O:9])[C:29]1[CH:34]=[CH:33][CH:32]=[CH:31][CH:30]=1 |f:2.3.4|. Procedure: To a stirred solution of 2-chloro-N-[2-(3-methanesulfonyl-phenyl)-thiazol-5-ylmethyl]-benzenesulfonamide (30 mg) in N,N-dimethylacetamide (0.6 mL) were added benzyl bromide (13 mg) and cesium carbonate (26 mg). The mixture was stirred overnight at r.t. The mixture was diluted with ethyl acetate and washed with water. The organic phase was dried (MgSO4), filtered and concentrated under reduced pressure. The product was purified by chromatography (SiO2, cyclohexane/ethyl acetate 1:0 to 1:1) to giv... Starting materials: CSC1=NN2C(C=N1)=CC=C2C=2N(C=CC2)CCC#N (3-[2-(2-Methylsulfanyl-pyrrolo[2,1-f][1,2,4]triazin-7-yl)-pyrrol-1-yl]-propionitrile), C(=O)(C(F)(F)F)O (TFA). The solvent is C(Cl)Cl (DCM). Product: CSC1=NN2C(C=N1)=CC=C2C=2NC=CC2 (2-methylsulfanyl-7-(1H-pyrrol-2-yl)-pyrrolo[2,1-f][1,2,4]triazine). RXN SMILES: [CH3:1][S:2][C:3]1[N:8]=[CH:7][C:6]2=[CH:9][CH:10]=[C:11]([C:12]3[N:13](CCC#N)[CH:14]=[CH:15][CH:16]=3)[N:5]2[N:4]=1.C(O)(C(F)(F)F)=O>C(Cl)Cl>[CH3:1][S:2][C:3]1[N:8]=[CH:7][C:6]2=[CH:9][CH:10]=[C:11]([C:12]3[NH:13][CH:14]=[CH:15][CH:16]=3)[N:5]2[N:4]=1. Procedure details: 3-[2-(2-Methylsulfanyl-pyrrolo[2,1-f][1,2,4]triazin-7-yl)-pyrrol-1-yl]-propionitrile: The above bis-TFA salt (92 mg) was taken up in DCM and washed with dilute, aqueous, NaOH. The organic layer was dried by passing through a plug of Na2SO4 and solvent evaporated to yield 2-methylsulfanyl-7-(1H-pyrrol-2-yl)-pyrrolo[2,1-f][1,2,4]triazine (46 mg, 0.20 mmol) which was taken up in acetonitrile (1.0 mL) and treated with 2-propenenitrile (19 uL, 0.29 mmol) and Triton B (5 μL). The mixture was stirred a... The reactants are [N+](=O)([O-])C1=CC=C2C=NNC2=C1 (6-Nitro-indazol), OS(=O)[O-].[Na+] (NaHSO3), II (iodine), [OH-].[K+] (KOH). Run in CN(C)C=O (DMF). Run at time 1.5 hour. Yields the product IC1=NNC2=CC(=CC=C12)[N+](=O)[O-] (3-Iodo-6-nitro-1H-indazole). The yield is 98.9%. As a reaction SMILES: [N+:1]([C:4]1[CH:12]=[C:11]2[C:7]([CH:8]=[N:9][NH:10]2)=[CH:6][CH:5]=1)([O-:3])=[O:2].[I:13]I.[OH-].[K+].OS([O-])=O.[Na+]>CN(C=O)C>[I:13][C:8]1[C:7]2[C:11](=[CH:12][C:4]([N+:1]([O-:3])=[O:2])=[CH:5][CH:6]=2)[NH:10][N:9]=1 |f:2.3,4.5|. Procedure details: 6-Nitro-indazol (4.0 g, 24.52 mmol), prepared using the procedure of Tetrahedron (1999), 6917-6922, was dissolved in 60 mL of DMF and iodine (12.4 g) and KOH (5.23 g) were added successively. The reaction mixture was stirred at room temperature for 1.5 hours, then poured into 10% aqueous NaHSO3. The aqueous mixture was extracted three times with 150 mL EtOAc, and the combined organic layers were washed with water and brine, dried over MgSO4, filtered, and concentrated under reduced pressure to g... The reactants are O=[N+]([O-])c1cnc2cc(Br)cnc2c1Cl, ClCCl, CC(C)(O)CN. Product: CC(C)(O)CNc1c([N+](=O)[O-])cnc2cc(Br)cnc12. RXN SMILES: [Br:1][c:2]1[cH:3][n:4][c:5]2[c:6]([Cl:15])[c:7]([N+:12](=[O:13])[O-:14])[cH:8][n:9][c:10]2[cH:11]1.[Cl:22][CH2:23][Cl:24].[NH2:16][CH2:17][C:18]([CH3:19])([OH:20])[CH3:21]>>[Br:1][c:2]1[cH:3][n:4][c:5]2[c:6]([NH:16][CH2:17][C:18]([CH3:19])([OH:20])[CH3:21])[c:7]([N+:12](=[O:13])[O-:14])[cH:8][n:9][c:10]2[cH:11]1. Starting materials: C(CCCCCCCCCCCCCCCC)(=O)Cl (heptadecanoyl chloride), [OH-].[Na+] (sodium hydroxide), N[C@@H](CC(=O)O)C(=O)O (L-aspartic acid), CC(=O)C (acetone), [OH-].[Na+] (sodium hydroxide), N[C@@H](CC(=O)O)C(=O)O (L-aspartic acid). The solvent is O (water), O (water). Reaction conditions: temperature 0 celsius, time 2 hour. Product: C(CCCCCCCCCCCCCCCC)(=O)N[C@@H](CC(=O)[O-])C(=O)[O-].[Na+].[Na+] (disodium heptadecanoyl-L-aspartate). RXN SMILES: [NH2:1][C@H:2]([C:7]([OH:9])=[O:8])[CH2:3][C:4]([OH:6])=[O:5].[OH-].[Na+:11].CC(C)=O.[C:16](Cl)(=[O:33])[CH2:17][CH2:18][CH2:19][CH2:20][CH2:21][CH2:22][CH2:23][CH2:24][CH2:25][CH2:26][CH2:27][CH2:28][CH2:29][CH2:30][CH2:31][CH3:32]>O>[C:16]([NH:1][C@H:2]([C:7]([O-:9])=[O:8])[CH2:3][C:4]([O-:6])=[O:5])(=[O:33])[CH2:17][CH2:18][CH2:19][CH2:20][CH2:21][CH2:22][CH2:23][CH2:24][CH2:25][CH2:26][CH2:27][CH2:28][CH2:29][CH2:30][CH2:31][CH3:32].[Na+:11].[Na+:11] |f:1.2,6.7.8|. Procedure: In a one L three-necked flask were placed 16.0 g (0.12 mol) of L-aspartic acid and an aqueous solution of 9.6 g (0.24 mol) of sodium hydroxide in 150 mL of water under stirring. After the L-aspartic acid was dissolved, 120 mL of acetone was added to the mixture in the flask. Then, to the resultant reaction liquid which had been cooled to 0° C. were added dropwise over a period of 30 minutes, 29.0 g (0.1 mol) of heptadecanoyl chloride and an aqueous solution of 4 g sodium hydroxide in 30 mL of wa... The reactants are Cl (HCl), C(C1=CC=CC=C1)OC=1C(=C(N2C1C(N(CC2)CC2=CC=C(C=C2)F)=O)Br)C(=O)OCC (ethyl 8-(benzyloxy)-6-bromo-2-(4-fluorobenzyl)-1-oxo-1,2,3,4-tetrahydropyrrolo[1,2-a]-pyrazine-7-carboxylate), CN(C1CCCCC1)C1CCCCC1 (N-methyldicyclohexylamine), C(=C)OCCCC (n-butyl vinyl ether), C(C)(C)(C)P(C(C)(C)C)C(C)(C)C (tri-tert-butylphosphine). Reagents/catalysts: C=1C=CC(=CC1)/C=C/C(=O)/C=C/C2=CC=CC=C2.C=1C=CC(=CC1)/C=C/C(=O)/C=C/C2=CC=CC=C2.C=1C=CC(=CC1)/C=C/C(=O)/C=C/C2=CC=CC=C2.[Pd].[Pd] (tris(dibenzylidene-acetone)dipalladium). Run in O1CCOCC1 (dioxane). Run at time 2 day. The product is C(C)(=O)C1=C(C(=C2N1CCN(C2=O)CC2=CC=C(C=C2)F)OCC2=CC=CC=C2)C(=O)OCC (Ethyl 6-acetyl-8-(benzyloxy)-2-(4-fluorobenzyl)-1-oxo-1,2,3,4-tetrahydropyrrolo[1,2-a]-pyrazine-7-carboxylate). Reaction SMILES: [CH2:1]([O:8][C:9]1[C:10]([C:28]([O:30][CH2:31][CH3:32])=[O:29])=[C:11](Br)[N:12]2[CH2:17][CH2:16][N:15]([CH2:18][C:19]3[CH:24]=[CH:23][C:22]([F:25])=[CH:21][CH:20]=3)[C:14](=[O:26])[C:13]=12)[C:2]1[CH:7]=[CH:6][CH:5]=[CH:4][CH:3]=1.CN(C1CCCCC1)C1CCCCC1.[CH:47]([O:49]CCCC)=[CH2:48].C(P(C(C)(C)C)C(C)(C)C)(C)(C)C.Cl>O1CCOCC1.C1C=CC(/C=C/C(/C=C/C2C=CC=CC=2)=O)=CC=1.C1C=CC(/C=C/C(/C=C/C2C=CC=CC=2)=O)=CC=1.C1C=CC(/C=C/C(/C=C/C2C=CC=CC=2)=O)=CC=1.[Pd].[Pd]>[C:47]([C:11]1[N:12]2[CH2:17][CH2:16][N:15]([CH2:18][C:19]3[CH:24]=[CH:23][C:22]([F:25])=[CH:21][CH:20]=3)[C:14](=[O:26])[C:13]2=[C:9]([O:8][CH2:1][C:2]2[CH:7]=[CH:6][CH:5]=[CH:4][CH:3]=2)[C:10]=1[C:28]([O:30][CH2:31][CH3:32])=[O:29])(=[O:49])[CH3:48] |f:6.7.8.9.10|. Reported procedure: A solution of ethyl 8-(benzyloxy)-6-bromo-2-(4-fluorobenzyl)-1-oxo-1,2,3,4-tetrahydropyrrolo[1,2-a]-pyrazine-7-carboxylate (0.32 g, 0.64 mmol) and N-methyldicyclohexylamine (0.20 mL, 0.96 mmol) in dioxane (1 mL) was purged with nitrogen for 5 minutes, n-butyl vinyl ether (0.83 mL, 6.4 mmol), tris(dibenzylidene-acetone)dipalladium (0.12 g, 0.13 mmol), and tri-tert-butylphosphine (0.065 g, 0.32 mmol) were added. After stirring at room temperature for 2 days, the reaction mixture was treated with 1...